This data is from the Open Reaction Database (ORD), a public repository of structured organic reaction records. The task is: describe an organic reaction: reactants, conditions, products, and yield Starting materials: Br, COc1nc(C(F)(F)F)ccc1Cn1nc2c(-c3ccncc3)c(-c3ccc(Cl)cc3)ccn2c1=O. Yields the product O=c1n(Cc2ccc(C(F)(F)F)nc2O)nc2c(-c3ccncc3)c(-c3ccc(Cl)cc3)ccn12. As a reaction SMILES: [BrH:37].[Cl:1][c:2]1[cH:3][cH:4][c:5](-[c:8]2[c:9](-[c:31]3[cH:32][cH:33][n:34][cH:35][cH:36]3)[c:10]3[n:11]([cH:12][cH:13]2)[c:14](=[O:30])[n:15]([CH2:17][c:18]2[c:19]([O:28][CH3:29])[n:20][c:21]([C:24]([F:25])([F:26])[F:27])[cH:22][cH:23]2)[n:16]3)[cH:6][cH:7]1>>[Cl:1][c:2]1[cH:3][cH:4][c:5](-[c:8]2[c:9](-[c:31]3[cH:32][cH:33][n:34][cH:35][cH:36]3)[c:10]3[n:11]([cH:12][cH:13]2)[c:14](=[O:30])[n:15]([CH2:17][c:18]2[c:19]([OH:28])[n:20][c:21]([C:24]([F:25])([F:26])[F:27])[cH:22][cH:23]2)[n:16]3)[cH:6][cH:7]1.